Dataset: the Open Reaction Database (ORD), a public repository of structured organic reaction records. Task: describe an organic reaction: reactants, conditions, products, and yield The product is CN1C(=CC2=CC=CC=C12)C(=O)NCC(=O)O ((1-Methylindole-2-Carbonyl)Glycine). Solvent: O1CCOCC1 (1,4-dioxane). Procedure: (1-Methylindole-2-carbonyl)glycine methyl ester (1.687 g, 6.85 mmol) was dissolved in 1,4-dioxane (10 mL) and was treated with 1N lithium hydroxide (7.0 mL, aq) with stirring. The reaction mixture turned clear immediately and was acidified with 1N HCl and concentrated to remove 1,4-dioxane to result in a purple precipitate. The precipitate was filtered, washed with water, and dried in vacuo to give the title product as a purple powder (1.482 g, 93%). TLC: (methylene chloride:methanol:acetic acid... Isolated yield 93.2%. The reactants are [OH-].[Li+] (lithium hydroxide), COC(CNC(=O)C=1N(C2=CC=CC=C2C1)C)=O ((1-Methylindole-2-carbonyl)glycine methyl ester), Cl (HCl). RXN SMILES: C[O:2][C:3](=[O:18])[CH2:4][NH:5][C:6]([C:8]1[N:9]([CH3:17])[C:10]2[C:15]([CH:16]=1)=[CH:14][CH:13]=[CH:12][CH:11]=2)=[O:7].[OH-].[Li+].Cl>O1CCOCC1>[CH3:17][N:9]1[C:10]2[C:15](=[CH:14][CH:13]=[CH:12][CH:11]=2)[CH:16]=[C:8]1[C:6]([NH:5][CH2:4][C:3]([OH:18])=[O:2])=[O:7] |f:1.2|. The reactants are BrC1=CC=2N=C(NC(C2S1)=O)[C@H]1N(CCCC1)C(=O)OC(C)(C)C (tert-butyl(25)-2-(6-bromo-4-oxo-3,4-dihydrothieno[3,2-d]pyrimidin-2-yl)piperidine-1-carboxylate), FC(C1=NN(C=C1B(O)O)C(C1=CC=CC=C1)(C1=CC=CC=C1)C1=CC=CC=C1)(F)F ([3-(trifluoromethyl)-1-trityl-1H-pyrazol-4-yl]boronic acid), C([O-])([O-])=O.[Na+].[Na+] (sodium carbonate), C(C)O (ethanol). Solvent: O (water). Reaction conditions: temperature 80 celsius, time 15 hour. The product is O=C1C2=C(N=C(N1)[C@H]1N(CCCC1)C(=O)OC(C)(C)C)C=C(S2)C=2C(=NN(C2)C(C2=CC=CC=C2)(C2=CC=CC=C2)C2=CC=CC=C2)C(F)(F)F (tert-butyl(2S)-2-{4-oxo-6-[3-(trifluoromethyl)-1-trityl-1H-pyrazol-4-yl]-3,4-dihydrothieno[3,2-d]pyrimidin-2-yl}piperidine-1-carboxylate). As a reaction SMILES: Br[C:2]1[S:10][C:9]2[C:8](=[O:11])[NH:7][C:6]([C@@H:12]3[CH2:17][CH2:16][CH2:15][CH2:14][N:13]3[C:18]([O:20][C:21]([CH3:24])([CH3:23])[CH3:22])=[O:19])=[N:5][C:4]=2[CH:3]=1.[F:25][C:26]([F:55])([F:54])[C:27]1[C:31](B(O)O)=[CH:30][N:29]([C:35]([C:48]2[CH:53]=[CH:52][CH:51]=[CH:50][CH:49]=2)([C:42]2[CH:47]=[CH:46][CH:45]=[CH:44][CH:43]=2)[C:36]2[CH:41]=[CH:40][CH:39]=[CH:38][CH:37]=2)[N:28]=1.C(=O)([O-])[O-].[Na+].[Na+].C(O)C>O>[O:11]=[C:8]1[NH:7][C:6]([C@@H:12]2[CH2:17][CH2:16][CH2:15][CH2:14][N:13]2[C:18]([O:20][C:21]([CH3:24])([CH3:23])[CH3:22])=[O:19])=[N:5][C:4]2[CH:3]=[C:2]([C:31]3[C:27]([C:26]([F:54])([F:55])[F:25])=[N:28][N:29]([C:35]([C:42]4[CH:43]=[CH:44][CH:45]=[CH:46][CH:47]=4)([C:48]4[CH:53]=[CH:52][CH:51]=[CH:50][CH:49]=4)[C:36]4[CH:37]=[CH:38][CH:39]=[CH:40][CH:41]=4)[CH:30]=3)[S:10][C:9]1=2 |f:2.3.4|. Procedure: tert-butyl(25)-2-(6-bromo-4-oxo-3,4-dihydrothieno[3,2-d]pyrimidin-2-yl)piperidine-1-carboxylate (1.41 g) produced in Example 83, step B, [3-(trifluoromethyl)-1-trityl-1H-pyrazol-4-yl]boronic acid (1.72 g), sodium carbonate (902 mg), ethanol (15 mL) and water (3 mL) were placed in a flask, and the atmosphere in the flask was purged with argon. Tetrakis(triphenylphosphine)palladium(0) (197 mg) was added, the atmosphere in the flask was purged again with argon, and the mixture was stirred at 80° C.... RXN SMILES: [N:1]1[C:10]2[C:9]3C=CC=C[C:8]=3[CH2:7][CH2:6][C:5]=2[CH:4]=[N:3][C:2]=1[OH:15].Cl[C:17]1[N:26]=[CH:25][C:24]2[CH2:23][CH2:22]C3C=C(OC)C=C[C:20]=3[C:19]=2[N:18]=1.C(=O)([O-])[O-:34].[K+].[K+]>C(#N)C>[CH2:19]([N:3]1[C:2](=[O:15])[C:10]2[C:5](=[CH:6][CH:7]=[CH:8][CH:9]=2)[C:4]1=[O:34])[CH3:24].[N:26]1[CH:25]=[CH:24][CH:23]=[CH:22][C:17]=1[N:18]1[CH2:19][CH2:20][NH:1][CH2:10][CH2:5]1 |f:2.3.4,6.7|. Product: C(C)N1C(C2=CC=CC=C2C1=O)=O.N1=C(C=CC=C1)N1CCNCC1 (pyridinylpiperazine ethyl-1H-isoindole-1,3(2H)-dione). Starting materials: N1=C(N=CC=2CCC3=C(C12)C=CC=C3)O (5,6-Dihydro-benzo[h]quinazolin-2-ol), ClC1=NC=2C3=C(CCC2C=N1)C=C(C=C3)OC (2-Chloro-8-methoxy-5,6-dihydro-benzo[h]quinazoline), C([O-])([O-])=O.[K+].[K+] (potassium carbonate). Procedure: To a solution of bromoethyl phthalimide 1 (5 mmol) and 2-pyridyl piperazine 2 (5 mmol) in acetonitrile (10 mL) was added potassium carbonate (0.690 g, 5 mmol) and resulting reaction mixture was stirred under reflux. After completion of the reaction, solvent was removed on rotavap and residue was dissolved in chloroform (20 mL). Then washed with water (5 mL) and saturated sodium bicarbonate solution (5 mL), dried over anhydrous sodium sulfate. Filtered and evaporation of solvent gave pyridinylpip... The solvent is C(C)#N (acetonitrile). Reactants: C(C)(C)(C)OC(CCC=1C=C(NC1)C(=O)OC)=O (Methyl 4-(3-tert-butoxy-3-oxopropyl)-1H-pyrrole-2-carboxylate), Cl (HCl). Product: COC(=O)C1=CC(=CN1)CCC(=O)O (3-(5-(methoxycarbonyl)-1H-pyrrol-3-yl)propanoic acid). The yield is 94.9%. As a reaction SMILES: C([O:5][C:6](=[O:18])[CH2:7][CH2:8][C:9]1[CH:10]=[C:11]([C:14]([O:16][CH3:17])=[O:15])[NH:12][CH:13]=1)(C)(C)C.Cl>>[CH3:17][O:16][C:14]([C:11]1[NH:12][CH:13]=[C:9]([CH2:8][CH2:7][C:6]([OH:18])=[O:5])[CH:10]=1)=[O:15]. Procedure: Methyl 4-(3-tert-butoxy-3-oxopropyl)-1H-pyrrole-2-carboxylate (473 g, 1.87 mmol) was treated for about 12 h at rt with 4 N HCl (5 mL). The solvent was removed and the white solid product was dried to give 350 mg (95%) of 3-(5-(methoxycarbonyl)-1H-pyrrol-3-yl)propanoic acid. 1H NMR (400 MHz, CHLOROFORM-d) δ ppm 2.64 (t, J=7.35 Hz, 2H), 2.84 (t, J=7.35 Hz, 2H), 3.85 (s, 3H), 6.79 (dd, J=6.66, 2.22 Hz, 2H), 9.08 (br s, 1H); LCMS-MS (ESI+) 198.2 (M+H).